Dataset: the Open Reaction Database (ORD), a public repository of structured organic reaction records. Task: describe an organic reaction: reactants, conditions, products, and yield Starting materials: CCC#N, CC(C)(C)[O-], COc1ccc(C#N)cc1, Cc1ccccc1, [K+], [Na+], O=C([O-])O. Product: COc1ccc(C(N)=C(C)C#N)cc1. As a reaction SMILES: [C:17]([CH2:18][CH3:19])#[N:20].[CH3:11][C:12]([CH3:13])([O-:14])[CH3:15].[CH3:1][O:2][c:3]1[cH:4][cH:5][c:6]([C:7]#[N:8])[cH:9][cH:10]1.[CH3:21][c:22]1[cH:23][cH:24][cH:25][cH:26][cH:27]1.[K+:16].[Na+:32].[O-:28][C:29]([OH:30])=[O:31]>>[CH3:1][O:2][c:3]1[cH:4][cH:5][c:6]([C:7]([NH2:8])=[C:18]([C:17]#[N:20])[CH3:19])[cH:9][cH:10]1. Starting materials: FC1=C(C(=CC=C1)F)C1=NC2=C(C=3C=CC(=CC13)C#N)NN=C2NC2CCN(CC2)S(=O)(=O)C (5-(2,6-difluorophenyl)-3-{[1-(methylsulphonyl)piperidin-4-yl]amino}-1H-pyrazolo[4,3-c]isoquinoline-7-carbonitrile), CO (methanol), NO (hydroxylamine), Cl (hydrochloride). Solvent: O (water), C(C)N(CC)CC (triethylamine), C1CCOC1 (THF). Conditions: temperature 65 celsius. Yields the product FC1=C(C(=CC=C1)F)C1=NC2=C(C=3C=CC(=CC13)C(NO)=N)NN=C2NC2CCN(CC2)S(=O)(=O)C (5-(2,6-difluorophenyl)-N-hydroxy-3-{[1-(methylsulphonyl)piperidin-4-yl]amino}-1H-pyrazolo[4,3-c]isoquinoline-7-carboximidamide). Yield: 30.3%. As a reaction SMILES: [F:1][C:2]1[CH:7]=[CH:6][CH:5]=[C:4]([F:8])[C:3]=1[C:9]1[C:18]2[CH:17]=[C:16]([C:19]#[N:20])[CH:15]=[CH:14][C:13]=2[C:12]2[NH:21][N:22]=[C:23]([NH:24][CH:25]3[CH2:30][CH2:29][N:28]([S:31]([CH3:34])(=[O:33])=[O:32])[CH2:27][CH2:26]3)[C:11]=2[N:10]=1.CO.[NH2:37][OH:38].Cl>O.C(N(CC)CC)C.C1COCC1>[F:8][C:4]1[CH:5]=[CH:6][CH:7]=[C:2]([F:1])[C:3]=1[C:9]1[C:18]2[CH:17]=[C:16]([C:19](=[NH:20])[NH:37][OH:38])[CH:15]=[CH:14][C:13]=2[C:12]2[NH:21][N:22]=[C:23]([NH:24][CH:25]3[CH2:30][CH2:29][N:28]([S:31]([CH3:34])(=[O:32])=[O:33])[CH2:27][CH2:26]3)[C:11]=2[N:10]=1. Procedure: A 10 ml round-bottomed flask is charged with 30 mg of 5-(2,6-difluorophenyl)-3-{[1-(methylsulphonyl)piperidin-4-yl]amino}-1H-pyrazolo[4,3-c]isoquinoline-7-carbonitrile, prepared in example 12, 1.3 ml of methanol, 0.8 ml of THF and 62 mg of triethylamine. 44 mg of hydroxylamine as the hydrochloride are added. The mixture is heated at 65° C. for 3 h and then evaporated under RP. The solid obtained is taken up in 10 ml of water and extracted with AcOEt. The organic phase is dried over MgSO4, filter... Reactants: C(C)(=O)N1CCC(CC1)C1=NC=CC2=C1C=CO2 (4-(1-Acetylpiperidin-4-yl)furo[3,2-c]pyridine). The solvent is Cl (HCl). Yields the product N1CCC(CC1)C1=NC=CC2=C1C=CO2 (4-(4-Piperidinyl)furo[3,2-c]pyridine). RXN SMILES: C([N:4]1[CH2:9][CH2:8][CH:7]([C:10]2[C:15]3[CH:16]=[CH:17][O:18][C:14]=3[CH:13]=[CH:12][N:11]=2)[CH2:6][CH2:5]1)(=O)C>Cl>[NH:4]1[CH2:5][CH2:6][CH:7]([C:10]2[C:15]3[CH:16]=[CH:17][O:18][C:14]=3[CH:13]=[CH:12][N:11]=2)[CH2:8][CH2:9]1. Procedure details: A solution of 2.7 g of the product obtained in Step D in 80 ml of HCl (4N) is heated at 100° C. for 12 hours and then cooled, washed with ether, and rendered basic to a pH of 10 by the addition of an aqueous sodium hydroxide solution. After extraction with dichloromethane, the organic phase is dried, filtered and then evaporated to dryness enabling the expected product to be obtained. The reactants are COC1=C(CN(S(=O)(=O)C2=CC3=C(NC(O3)=O)C=C2F)C2=NC=NS2)C=CC(=C1)OC (N-(2,4-Dimethoxybenzyl)-5-fluoro-2-oxo-N-(1,2,4-thiadiazol-5-yl)-2,3-dihydro-1,3-benzoxazole-6-sulfonamide), C1CCOC1 (THF), C1(=CC=CC=C1)P(C1=CC=CC=C1)C1=CC=CC=C1 (TRIPHENYLPHOSPHINE), C1C2(CCC3=CC=CC(=C13)CO)OCCO2 ((3′,4′-Dihydro-1′H-spiro[[1,3]dioxolane-2,2′-naphthalen]-8′-yl)methanol). The solvent is C(Cl)Cl.CCOC(=O)C (DCM EtOAc). Reaction conditions: time 8 hour. Product: C1C2(CCC3=CC=CC(=C13)CN1C(OC3=C1C=C(C(=C3)S(=O)(=O)N(C3=NC=NS3)CC3=C(C=C(C=C3)OC)OC)F)=O)OCCO2 (3-((3′,4′-Dihydro-1′H-spiro[[1,3]dioxolane-2,2′-naphthalen]-8′-yl)methyl)-N-(2,4-dimethoxybenzyl)-5-fluoro-2-oxo-N-(1,2,4-thiadiazol-5-yl)-2,3-dihydrobenzo[d]oxazole-6-sulfonamide). Reaction SMILES: [CH3:1][O:2][C:3]1[CH:29]=[C:28]([O:30][CH3:31])[CH:27]=[CH:26][C:4]=1[CH2:5][N:6]([C:21]1[S:25][N:24]=[CH:23][N:22]=1)[S:7]([C:10]1[C:19]([F:20])=[CH:18][C:13]2[NH:14][C:15](=[O:17])[O:16][C:12]=2[CH:11]=1)(=[O:9])=[O:8].C1(P(C2C=CC=CC=2)C2C=CC=CC=2)C=CC=CC=1.[CH2:51]1[C:60]2[C:55](=[CH:56][CH:57]=[CH:58][C:59]=2[CH2:61]O)[CH2:54][CH2:53][C:52]21[O:66][CH2:65][CH2:64][O:63]2.C1COCC1>C(Cl)Cl.CCOC(C)=O>[CH2:51]1[C:60]2[C:55](=[CH:56][CH:57]=[CH:58][C:59]=2[CH2:61][N:14]2[C:13]3[CH:18]=[C:19]([F:20])[C:10]([S:7]([N:6]([CH2:5][C:4]4[CH:26]=[CH:27][C:28]([O:30][CH3:31])=[CH:29][C:3]=4[O:2][CH3:1])[C:21]4[S:25][N:24]=[CH:23][N:22]=4)(=[O:8])=[O:9])=[CH:11][C:12]=3[O:16][C:15]2=[O:17])[CH2:54][CH2:53][C:52]21[O:63][CH2:64][CH2:65][O:66]2 |f:4.5|. Reported procedure: To a flask containing N-(2,4-Dimethoxybenzyl)-5-fluoro-2-oxo-N-(1,2,4-thiadiazol-5-yl)-2,3-dihydro-1,3-benzoxazole-6-sulfonamide (11-3) (2.13 g, 4.57 mmol), resin bound (PS) TRIPHENYLPHOSPHINE (5.27 g, 9.70 mmol) & DTBAD (2.187 g, 9.50 mmol) & (3′,4′-dihydro-1′H-spiro[[1,3]dioxolane-2,2′-naphthalen]-8′-yl)methanol (19-3) (1.162 g, 5.28 mmol) was added anhydrous THF (40 ml). The reaction mixture was then capped (not under N2) & stirred at room temperature for ˜16 hours (overnight). Followed by LC... The reactants are IC=1N=CN(C1)C (4-iodo-1-methylimidazole), CC[Mg+].[Br-] (EtMgBr), [Sn](CCCC)(CCCC)(CCCC)Cl (Bu3SnCl). The solvent is C(Cl)Cl (CH2Cl2). Reaction conditions: time 30 minute. The product is C(CCC)[Sn](C=1N=CN(C1)C)(CCCC)CCCC (4-Tri-n-butylstannyl-1-methylimidazole). RXN SMILES: I[C:2]1[N:3]=[CH:4][N:5]([CH3:7])[CH:6]=1.CC[Mg+].[Br-].[Sn:12](Cl)([CH2:21][CH2:22][CH2:23][CH3:24])([CH2:17][CH2:18][CH2:19][CH3:20])[CH2:13][CH2:14][CH2:15][CH3:16]>C(Cl)Cl>[CH2:21]([Sn:12]([CH2:13][CH2:14][CH2:15][CH3:16])([CH2:17][CH2:18][CH2:19][CH3:20])[C:2]1[N:3]=[CH:4][N:5]([CH3:7])[CH:6]=1)[CH2:22][CH2:23][CH3:24] |f:1.2|. Reported procedure: To a solution of 4-iodo-1-methylimidazole (0.424 g, 2.04 mmol) in CH2Cl2 at rt was added EtMgBr (3.0 M in Et2O, 0.75 mL, 2.25 mmol) and the resulting solution was allowed to stir for 30 min at rt. To this solution was then added Bu3SnCl (0.60 mL, 2.21 mmol) and the mixture was stirred for another 7 h. The resulting mixture was then washed (sat. NH4C1, H2O, brine), dried (Na2SO4) and evaporated to give the title compound, which was used directly in the following step without further purification: The reactants are CCCCCC, CCOC(C)=O, ClCCl, N#Cc1ccnc(N)c1, O=C1CCC(=O)N1Br, CN(C)C=O. The product is N#Cc1cc(N)ncc1Br. Reaction SMILES: [CH3:18][CH2:19][CH2:20][CH2:21][CH2:22][CH3:23].[CH3:32][CH2:33][O:34][C:35]([CH3:36])=[O:37].[Cl:24][CH2:25][Cl:26].[NH2:1][c:2]1[cH:3][c:4]([C:5]#[N:6])[cH:7][cH:8][n:9]1.[O:10]=[C:11]1[N:12]([Br:17])[C:13](=[O:14])[CH2:15][CH2:16]1.[O:27]=[CH:28][N:29]([CH3:30])[CH3:31]>>[NH2:1][c:2]1[cH:3][c:4]([C:5]#[N:6])[c:7]([Br:17])[cH:8][n:9]1. The reactants are [Br-], [Br-], CC(=O)c1cc(OCC=C(Cl)Cl)cc(Cl)c1OCC=C(Cl)Cl, CCOCC, Cc1ccccc1, CCOCC, [Mg+2], O. Yields the product CC(=O)c1cc(OCC=C(Cl)Cl)cc(Cl)c1O. RXN SMILES: [Br-:28].[Br-:29].[C:1]([CH3:2])(=[O:3])[c:4]1[c:5]([O:17][CH2:18][CH:19]=[C:20]([Cl:21])[Cl:22])[c:6]([Cl:16])[cH:7][c:8]([O:10][CH2:11][CH:12]=[C:13]([Cl:14])[Cl:15])[cH:9]1.[CH2:23]([O:24][CH2:25][CH3:26])[CH3:27].[CH3:32][c:33]1[cH:34][cH:35][cH:36][cH:37][cH:38]1.[CH3:39][CH2:40][O:41][CH2:42][CH3:43].[Mg+2:30].[OH2:31]>>[C:1]([CH3:2])(=[O:3])[c:4]1[c:5]([OH:17])[c:6]([Cl:16])[cH:7][c:8]([O:10][CH2:11][CH:12]=[C:13]([Cl:14])[Cl:15])[cH:9]1. The reactants are C(C)(C)(C)OC(NCC1=CC(=C(C=C1)C1=C(C=CC=C1)OCC)NC(=O)C1=CNC2=CC=CC=C2C1=O)=O ({2′-Ethoxy-2-[(4-oxo-1,4-dihydroquinoline-3-carbonyl)-amino]-biphenyl-4-ylmethyl}-carbamic acid tert-butyl ester), C(Cl)Cl.C(=O)(C(F)(F)F)O (CH2Cl2 TFA). Product: NCC1=CC(=C(C=C1)C1=C(C=CC=C1)OCC)N.O=C1C(=CNC2=CC=CC=C12)C(=O)O (4-oxo-1,4-dihydroquinoline-3-carboxylic acid (4-aminomethyl-2′-ethoxybiphenyl-2-yl)amine). RXN SMILES: C(OC(=O)[NH:7][CH2:8][C:9]1[CH:14]=[CH:13][C:12]([C:15]2[CH:20]=[CH:19][CH:18]=[CH:17][C:16]=2[O:21][CH2:22][CH3:23])=[C:11]([NH:24][C:25]([C:27]2[C:36](=[O:37])[C:35]3[C:30](=[CH:31][CH:32]=[CH:33][CH:34]=3)[NH:29][CH:28]=2)=[O:26])[CH:10]=1)(C)(C)C.C(Cl)Cl.C(O)(C(F)(F)F)=[O:43]>>[NH2:7][CH2:8][C:9]1[CH:14]=[CH:13][C:12]([C:15]2[CH:20]=[CH:19][CH:18]=[CH:17][C:16]=2[O:21][CH2:22][CH3:23])=[C:11]([NH2:24])[CH:10]=1.[O:37]=[C:36]1[C:35]2[C:30](=[CH:31][CH:32]=[CH:33][CH:34]=2)[NH:29][CH:28]=[C:27]1[C:25]([OH:26])=[O:43] |f:1.2,3.4|. Reported procedure: {2′-Ethoxy-2-[(4-oxo-1,4-dihydroquinoline-3-carbonyl)-amino]-biphenyl-4-ylmethyl}-carbamic acid tert-butyl ester (304) (40 mg, 0.078 mmol) was stirred in a CH2Cl2/TFA mixture (3:1, 20 mL) at room temperature for 1 h. The volatiles were removed on a rotary evaporator. The crude product was purified by preparative HPLC to afford 4-oxo-1,4-dihydroquinoline-3-carboxylic acid (4-aminomethyl-2′-ethoxybiphenyl-2-yl)amine (163) as a tan solid (14 mg. 43%). 1H NMR (300 MHz, DMSO-d6) δ 12.87 (d, J=6.3 Hz,...